Dataset: the Open Reaction Database (ORD), a public repository of structured organic reaction records. Task: describe an organic reaction: reactants, conditions, products, and yield The reactants are C(CC)NC(NC1=NN(C=C1)CCCCC#N)=S (5-(3-[3-propylthioureido]pyrazol-1-yl)valeronitrile), mercuric oxide, N (ammonia). Run at time 18 hour. The product is C(CC)N=C(NC1=NN(C=C1)CCCCC#N)N (5-(3-[2-propylguanidino]pyrazol-1-yl)valeronitrile). RXN SMILES: [CH2:1]([NH:4][C:5](=S)[NH:6][C:7]1[CH:11]=[CH:10][N:9]([CH2:12][CH2:13][CH2:14][CH2:15][C:16]#[N:17])[N:8]=1)[CH2:2][CH3:3].[NH3:19]>>[CH2:1]([N:4]=[C:5]([NH2:19])[NH:6][C:7]1[CH:11]=[CH:10][N:9]([CH2:12][CH2:13][CH2:14][CH2:15][C:16]#[N:17])[N:8]=1)[CH2:2][CH3:3]. Procedure: A solution of 5-(3-[3-propylthioureido]pyrazol-1-yl)valeronitrile (1.01 g.) in saturated methanolic ammonia (30 ml.) was treated with orange mercuric oxide (0.82 g.) and the suspension stirred at room temperature for 18 hours. The black suspension was filtered through diatomaceous earth and the filtrate evaporated to give 5-(3-[2-propylguanidino]pyrazol-1-yl)valeronitrile as a brown oil which was used without further purification. The reactants are C(C)(C)(C)C1=CC(=C(C=C1)S(=O)(=O)O)F (4-tert-Butyl-2-fluorobenzenesulfonic acid), C(C)(C)(C)C1=C(C=CC(=C1)F)S(=O)(=O)O (2-tert-butyl-4-fluorobenzenesulfonic acid), P(Cl)(Cl)(Cl)(Cl)Cl (phosphorus pentachloride). Solvent: ClC(C)Cl (dichloroethane). The product is C(C)(C)(C)C1=CC(=C(C=C1)S(=O)(=O)Cl)F (4-tert-Butyl-2-fluorobenzene-1-sulfonyl chloride). As a reaction SMILES: [C:1]([C:5]1[CH:10]=[CH:9][C:8]([S:11](O)(=[O:13])=[O:12])=[C:7]([F:15])[CH:6]=1)([CH3:4])([CH3:3])[CH3:2].C(C1C=C(F)C=CC=1S(O)(=O)=O)(C)(C)C.P(Cl)(Cl)(Cl)(Cl)[Cl:32]>ClC(Cl)C>[C:1]([C:5]1[CH:10]=[CH:9][C:8]([S:11]([Cl:32])(=[O:13])=[O:12])=[C:7]([F:15])[CH:6]=1)([CH3:4])([CH3:3])[CH3:2]. Procedure details: Synthesized as described for 2 using a 3:1 regioisomeric mixture of 107 (23.68 g; 0.10 mol) and 2-tert-butyl-4-fluorobenzenesulfonic acid, phosphorus pentachloride (23.13 g; 0.11 mol) and dichloroethane (700 mL). The title compound was obtained as a white solid which was a 1:1 regioisomeric ratio of itself and 2-tert-butyl-4-fluorobenzene-1-sulfonyl chloride (10.0 g). Reactants: CC(=O)OC(=O)C (Ac2O), NC=1C=CC2=C(C=C(O2)C2=C(C(=C(C(O2)=O)C)OCOC)C)C1 (6-(5-aminobenzofuran-2-yl)-3,5-dimethyl-4-methoxymethoxy-2H-pyran-2-one), [NH4+].[Cl-] (NH4Cl). The solvent is N1=CC=CC=C1 (Pyridine). Conditions: time 6 hour. The product is CC=1C(OC=C(C1OCOC)C)=O (3,5-dimethyl-4-methoxymethoxy-2H-pyran-2-one). As a reaction SMILES: CC(OC(C)=O)=O.NC1C=CC2OC([C:17]3[O:22][C:21](=[O:23])[C:20]([CH3:24])=[C:19]([O:25][CH2:26][O:27][CH3:28])[C:18]=3[CH3:29])=CC=2C=1.[NH4+].[Cl-]>N1C=CC=CC=1>[CH3:24][C:20]1[C:21](=[O:23])[O:22][CH:17]=[C:18]([CH3:29])[C:19]=1[O:25][CH2:26][O:27][CH3:28] |f:2.3|. Procedure: Pyridine (400 μl) and Ac2O (15 μl) were added to 6-(5-aminobenzofuran-2-yl)-3,5-dimethyl-4-methoxymethoxy-2H-pyran-2-one (45 mg), and after stirring the mixture at room temperature for 6 hours, an NH4Cl aqueous solution was added and extraction was performed with CH2Cl2. The organic layer was dried, filtered and concentrated, and the residue was purified by silica gel thin-layer chromatography (CH2Cl2) to obtain 6-(5-acetylamino)benzofuran-2-yl)-3,5-dimethyl-4-methoxymethoxy-2H-pyran-2-one. Reactants: ClCC1=C(C=CC=C1)CC#N (2-chlormethylphenylacetonitrile), NC(=S)N (thiourea). The solvent is CO (methanol). Reaction conditions: time 1 hour. Yields the product Cl.C(#N)CC1=C(C=CC=C1)CSC(N)=N (S-(2-cyanomethylphenyl)methylisothiourea hydrochloride). The yield is 78.5%. As a reaction SMILES: [Cl:1][CH2:2][C:3]1[CH:8]=[CH:7][CH:6]=[CH:5][C:4]=1[CH2:9][C:10]#[N:11].[NH2:12][C:13]([NH2:15])=[S:14]>CO>[ClH:1].[C:10]([CH2:9][C:4]1[CH:5]=[CH:6][CH:7]=[CH:8][C:3]=1[CH2:2][S:14][C:13](=[NH:12])[NH2:15])#[N:11] |f:3.4|. Procedure details: The 2-chlormethylphenylacetonitrile (200 mg, 1.21 mmol) and thiourea (101 mg, 1.33 mmol) were mixed in 1 ml of methanol. The mixture was heated to reflux for 3 to 4 hours. The reaction mixture was evaporated. After that, 1 ml of methanol and 4 ml of acetone were added and the mixture was stirred for one hour. The crystalline material was filtered and the product was dried under high vacuum overnight to yield 231 mg (0.95 mmol, yield 79%) of product as off white crystals, with purity greater than... The reactants are Cl (hydrochloric acid), SC(C(=O)N[C@@H](CS)C(=O)O)(C)C (N-(2-Mercapto-2-methylpropanoyl)-L-cysteine), C(C(C)(C)C)(=O)Cl (pivaloyl chloride). Run in [OH-].[Na+] (sodium hydroxide), [OH-].[Na+] (sodium hydroxide). Product: C(C(C)(C)C)(=O)SC[C@H](NC(C(C)(C)SC(C(C)(C)C)=O)=O)C(=O)O (S-pivaloyl-N-(S-pivaloyl-2-mercapto-2-methylpropanoyl)-L-cysteine). Isolated yield 16.3%. Reaction SMILES: [SH:1][C:2]([CH3:13])([CH3:12])[C:3]([NH:5][C@H:6]([C:9]([OH:11])=[O:10])[CH2:7][SH:8])=[O:4].[C:14](Cl)(=[O:19])[C:15]([CH3:18])([CH3:17])[CH3:16].Cl>[OH-].[Na+]>[C:14]([S:8][CH2:7][C@@H:6]([C:9]([OH:11])=[O:10])[NH:5][C:3](=[O:4])[C:2]([S:1][C:14](=[O:19])[C:15]([CH3:18])([CH3:17])[CH3:16])([CH3:13])[CH3:12])(=[O:19])[C:15]([CH3:18])([CH3:17])[CH3:16] |f:3.4|. Procedure: N-(2-Mercapto-2-methylpropanoyl)-L-cysteine (11.2 g, 0.05 mol) is dissolved in N sodium hydroxide (50 ml) and pivaloyl chloride (17.0 g, 0.13 mol) and aqueous N sodium hydroxide (150 ml) are added dropwise at 0° C. with stirring under a nitrogen atmosphere. After the addition, the mixture is stirred for 1 hour at room temperature and acidified with 6 N hydrochloric acid. The produced oil is extracted with ethyl acetate and the organic layer is washed with water, dried and concentrated to dryness... The reactants are C(N)(OC1=CC=CC=C1)=O (phenyl carbamate), C(=O)([O-])[O-].[K+].[K+] (K2CO3), S(=O)(=O)(OC)OC (dimethyl sulfate), CC(=O)C (acetone). Reaction conditions: time 3 hour. Product: CON(C(OC1=CC=CC=C1)=O)C1=C(C=CC=C1)C (Phenyl N-methoxy-N-(2-methylphenyl)-carbamate). As a reaction SMILES: [C:1](=[O:10])([O:3][C:4]1[CH:9]=[CH:8][CH:7]=[CH:6][CH:5]=1)[NH2:2].[C:11]([O-:14])([O-])=O.[K+].[K+].S(OC)(OC)(=O)=O.[CH3:24][C:25]([CH3:27])=O>>[CH3:11][O:14][N:2]([C:24]1[CH:6]=[CH:5][CH:4]=[CH:9][C:25]=1[CH3:27])[C:1](=[O:10])[O:3][C:4]1[CH:9]=[CH:8][CH:7]=[CH:6][CH:5]=1 |f:1.2.3|. Procedure details: A mixture of 2.0 g (8.2 mmol) of the phenyl carbamate from Example 4a, 2 g (15 mmol) of K2CO3 and 1.3 g (10 mmol) of dimethyl sulfate in 20 ml of acetone is stirred for 3 hours at room temperature. The reaction mixture is then filtered and evaporated down, and the residue is purified by column chromatography with mixtures of cyclohexane and ethyl acetate. There is obtained 1.5 g (5.8 mmol =71%) of the title compound as a colorless oil, which slowly crystallizes (mp=60° C.). Reactants: NC1=C(C(=O)O)C=C(C=C1[N+](=O)[O-])F (2-amino-5-fluoro-3-nitrobenzoic acid). The reagents and catalysts are [Pd] (palladium on carbon). Solvent: CO (methanol). Reaction conditions: time 17 hour. The product is NC1=C(C(=O)O)C=C(C=C1N)F (2,3-diamino-5-fluorobenzoic acid). Isolated yield 79.1%. As a reaction SMILES: [NH2:1][C:2]1[C:10]([N+:11]([O-])=O)=[CH:9][C:8]([F:14])=[CH:7][C:3]=1[C:4]([OH:6])=[O:5]>CO.[Pd]>[NH2:1][C:2]1[C:10]([NH2:11])=[CH:9][C:8]([F:14])=[CH:7][C:3]=1[C:4]([OH:6])=[O:5]. Procedure: A pressure flask capable of withstanding 150 psi. was added 2-amino-5-fluoro-3-nitrobenzoic acid (1.2 g, 6.0 mmol) dissolved in methanol (40 mL) and 10% palladium on carbon (150 mg). The reaction was placed in a Parr apparatus and the flask flushed three times with hydrogen leaving an internal pressure of 65 psi. The reaction was continued for 17 hours while maintaining a pressure of 65 psi. The reaction was filtered through celite, washed with methanol and the filtrate evaporated to dryness to ... Starting materials: Cc1c(C)c2c(c(C)c1OCc1ccccc1)CCC(C)(CC(=O)O)O2, Cc1ccccc1, O=C(Cl)C(=O)Cl, O. Yields the product Cc1c(C)c2c(c(C)c1OCc1ccccc1)CCC(C)(CC(=O)O)O2, [Cl-]. Reaction SMILES: [CH2:1]([c:2]1[cH:3][cH:4][cH:5][cH:6][cH:7]1)[O:8][c:9]1[c:10]([CH3:26])[c:11]2[c:16]([c:17]([CH3:20])[c:18]1[CH3:19])[O:15][C:14]([CH3:21])([CH2:22][C:23](=[O:24])[OH:25])[CH2:13][CH2:12]2.[CH3:34][c:35]1[cH:36][cH:37][cH:38][cH:39][cH:40]1.[Cl:28][C:29]([C:30]([Cl:31])=[O:32])=[O:33].[OH2:27]>>[CH2:1]([c:2]1[cH:3][cH:4][cH:5][cH:6][cH:7]1)[O:8][c:9]1[c:10]([CH3:26])[c:11]2[c:16]([c:17]([CH3:20])[c:18]1[CH3:19])[O:15][C:14]([CH3:21])([CH2:22][C:23](=[O:24])[OH:25])[CH2:13][CH2:12]2.[Cl-:28].